Task: describe an organic reaction: reactants, conditions, products, and yield. Dataset: the Open Reaction Database (ORD), a public repository of structured organic reaction records Starting materials: Cc1cnc2c(ccn2[Si](C)(C)C(C)(C)C)c1, CO, Cl. Product: Cc1cnc2[nH]ccc2c1. Reaction SMILES: [C:1]([Si:2]([CH3:3])([CH3:4])[n:6]1[cH:7][cH:8][c:9]2[c:10]1[n:11][cH:12][c:13]([CH3:15])[cH:14]2)([CH3:5])([CH3:16])[CH3:17].[CH3:19][OH:20].[ClH:18]>>[nH:6]1[cH:7][cH:8][c:9]2[c:10]1[n:11][cH:12][c:13]([CH3:15])[cH:14]2. The reactants are C(C)(C)(C)OC(=O)NC1(COC(OC1)(C)C)CCC1=CC=C(C=C1)CCCCCO (5-tert-Butoxycarbonylamino-5-{2-[4-(5-hydroxyl-1-pentyl)phenyl]ethyl}-2,2-dimethyl-1,3-dioxane), C(C)(C)N(C(C)C)CC (N,N-diisopropylethylamine), CS(=O)(=O)Cl (Methanesulfonyl chloride), [I-].[Li+] (lithium iodide), [N-]=[N+]=[N-].[Na+] (sodium azide). The solvent is O (Water), C(Cl)Cl (CH2Cl2). Reaction conditions: temperature 0 celsius, time 2 hour. Product: C(C)(C)(C)OC(=O)NC1(COC(OC1)(C)C)CCC1=CC=C(C=C1)CCCCCN=[N+]=[N-] (5-tert-Butoxycarbonylamino-5-{2-[4-(5-azido-1-pentyl)phenyl]ethyl}-2,2-dimethyl-1,3-dioxane). The yield is 66.6%. RXN SMILES: [C:1]([O:5][C:6]([NH:8][C:9]1([CH2:17][CH2:18][C:19]2[CH:24]=[CH:23][C:22]([CH2:25][CH2:26][CH2:27][CH2:28][CH2:29]O)=[CH:21][CH:20]=2)[CH2:14][O:13][C:12]([CH3:16])([CH3:15])[O:11][CH2:10]1)=[O:7])([CH3:4])([CH3:3])[CH3:2].C(N(CC)C(C)C)(C)C.CS(Cl)(=O)=O.[I-].[Li+].[N-:47]=[N+:48]=[N-:49].[Na+]>C(Cl)Cl.O>[C:1]([O:5][C:6]([NH:8][C:9]1([CH2:17][CH2:18][C:19]2[CH:24]=[CH:23][C:22]([CH2:25][CH2:26][CH2:27][CH2:28][CH2:29][N:47]=[N+:48]=[N-:49])=[CH:21][CH:20]=2)[CH2:14][O:13][C:12]([CH3:16])([CH3:15])[O:11][CH2:10]1)=[O:7])([CH3:4])([CH3:3])[CH3:2] |f:3.4,5.6|. Procedure details: A solution of 19 (168 mg, 0.40 mmol) and N,N-diisopropylethylamine (155 mg, 1.2 mmol) in CH2Cl2 (10 mL) was cooled to 0° C. Methanesulfonyl chloride (66 mg, 0.60 mmol) was added, and the mixture was stirred at 0° C. for 2 h and then at room temperature overnight. The mixture was washed with saturated aqueous NaHCO3 solution (2×10 mL), water (2×10 mL), and brine (2×10 mL), and then dried (Na2SO4). After the solvent was removed, the residue was dissolved in dry DMF (5 mL) and lithium iodide (7 mg,... The reactants are C(C)OC(C1=CC(=C(C(=C1)S(N)(=O)=O)OC1=CC=CC=C1)NCC=C)=O (ethyl-3-allylamino-4-phenoxy-5-sulphamyl-benzoate), [H][H] (hydrogen), [H][H] (hydrogen). The reagents and catalysts are [Pd] (palladium-on-carbon). Run in C(C)O (ethanol). Product: C(C)OC(C1=CC(=C(C(=C1)S(N)(=O)=O)OC1=CC=CC=C1)NCCC)=O (ethyl-4-phenoxy-3-n-propylamino-5sulphamyl-benzoate). As a reaction SMILES: [CH2:1]([O:3][C:4](=[O:26])[C:5]1[CH:10]=[C:9]([S:11](=[O:14])(=[O:13])[NH2:12])[C:8]([O:15][C:16]2[CH:21]=[CH:20][CH:19]=[CH:18][CH:17]=2)=[C:7]([NH:22][CH2:23][CH:24]=[CH2:25])[CH:6]=1)[CH3:2].[H][H]>C(O)C.[Pd]>[CH2:1]([O:3][C:4](=[O:26])[C:5]1[CH:10]=[C:9]([S:11](=[O:14])(=[O:13])[NH2:12])[C:8]([O:15][C:16]2[CH:17]=[CH:18][CH:19]=[CH:20][CH:21]=2)=[C:7]([NH:22][CH2:23][CH2:24][CH3:25])[CH:6]=1)[CH3:2]. Reported procedure: A solution of ethyl-3-allylamino-4-phenoxy-5-sulphamyl-benzoate (1.65 g) in ethanol (150 ml) was hydrogenated at room temperature and 1.1. atmospheres hydrogen pressure after the addition of a palladium-on-carbon catalyst (0.6 g catalyst containing 10% Pd). After the hydrogen uptake had become negligible, the catalyst was removed by filtration, and the filtrate was evaporated in vacuo. The residue was recrystallized twice from aqueous ethanol, resulting in ethyl-4-phenoxy-3-n-propylamino-5-sulph... Starting materials: CS(C)=O, O=[N+]([O-])c1ccc(Cl)cc1, OCCOc1ccccc1. Yields the product O=[N+]([O-])c1ccc(OCCOc2ccccc2)cc1. Reaction SMILES: [CH3:21][S:22]([CH3:23])=[O:24].[Cl:1][c:2]1[cH:3][cH:4][c:5]([N+:8](=[O:9])[O-:10])[cH:6][cH:7]1.[c:11]1([O:17][CH2:18][CH2:19][OH:20])[cH:12][cH:13][cH:14][cH:15][cH:16]1>>[c:2]1([O:20][CH2:19][CH2:18][O:17][c:11]2[cH:12][cH:13][cH:14][cH:15][cH:16]2)[cH:3][cH:4][c:5]([N+:8](=[O:9])[O-:10])[cH:6][cH:7]1. The reactants are C(C1=CC=CC=C1)O[C@@H]([C@H](NC(=O)OCC1=CC=CC=C1)C(=O)O)C (O-benzyl-N-benzyloxycarbonyl-L-threonine), OCCC(=O)OCC1=CC=CC=C1 (benzyl 3-hydroxypropionate), 4-N,N-dimethylaminopyridine, N,N-diethylaminopropyl-N'-ethylcarbodiimide hydrochloride. Run in C(Cl)Cl (methylene chloride). Product: C(C1=CC=CC=C1)OC(=O)CCN([C@@H]([C@H](OCC1=CC=CC=C1)C)C(=O)O)C(=O)OCC1=CC=CC=C1 (2-benzyloxycarbonylethyl O-benzyl-N-benzyloxycarbonyl-L-threonine). Yield: 65.0%. As a reaction SMILES: [CH2:1]([O:8][C@H:9]([CH3:25])[C@@H:10]([C:22]([OH:24])=[O:23])[NH:11][C:12]([O:14][CH2:15][C:16]1[CH:21]=[CH:20][CH:19]=[CH:18][CH:17]=1)=[O:13])[C:2]1[CH:7]=[CH:6][CH:5]=[CH:4][CH:3]=1.O[CH2:27][CH2:28][C:29]([O:31][CH2:32][C:33]1[CH:38]=[CH:37][CH:36]=[CH:35][CH:34]=1)=[O:30]>C(Cl)Cl>[CH2:32]([O:31][C:29]([CH2:28][CH2:27][N:11]([C:12]([O:14][CH2:15][C:16]1[CH:21]=[CH:20][CH:19]=[CH:18][CH:17]=1)=[O:13])[C@H:10]([C:22]([OH:24])=[O:23])[C@@H:9]([CH3:25])[O:8][CH2:1][C:2]1[CH:3]=[CH:4][CH:5]=[CH:6][CH:7]=1)=[O:30])[C:33]1[CH:38]=[CH:37][CH:36]=[CH:35][CH:34]=1. Procedure: To a solution of O-benzyl-N-benzyloxycarbonyl-L-threonine (1.15 g), benzyl 3-hydroxypropionate (604 mg) and 4-N,N-dimethylaminopyridine (41 mg) in methylene chloride (20 ml) was added N,N-diethylaminopropyl-N'-ethylcarbodiimide hydrochloride (641 mg) at 0° C. The reaction mixture was allowed to warm to room temperature and stirred at room temperature for an hour. The reaction mixture was concentrated and the residue was diluted with ethyl acetate and washed successively with 0.1 N hydrochloric a...